This data is from the Open Reaction Database (ORD), a public repository of structured organic reaction records. The task is: describe an organic reaction: reactants, conditions, products, and yield The reactants are ClC1=CC=C(C=C1)\C=C(/C(=O)OC)\C(=O)C=1SC(=CC1)C1=CC=NC=C1 (methyl (2Z)-3-(4-chlorophenyl)-2-[(5-pyridin-4-yl-2-thienyl)carbonyl]acrylate), ClCCCl (1,2-dichloroethane), [Cl-].[Cl-].[Cl-].[Al+3] (Aluminum trichloride). Conditions: temperature 80 celsius, time 2 day. Yields the product ClC1=CC=C(C=C1)[C@H]1[C@@H](C(C=2SC(=CC21)C2=CC=NC=C2)=O)C(=O)OC (trans-methyl 4-(4-chlorophenyl)-6-oxo-2-(pyridin-4-yl)-5,6-dihydro-4H-cyclopenta[b]thiophene-5-carboxylate). Yield: 44.8%. As a reaction SMILES: [Cl:1][C:2]1[CH:7]=[CH:6][C:5](/[CH:8]=[C:9](/[C:14]([C:16]2[S:17][C:18]([C:21]3[CH:26]=[CH:25][N:24]=[CH:23][CH:22]=3)=[CH:19][CH:20]=2)=[O:15])\[C:10]([O:12][CH3:13])=[O:11])=[CH:4][CH:3]=1.ClCCCl.[Cl-].[Cl-].[Cl-].[Al+3]>>[Cl:1][C:2]1[CH:7]=[CH:6][C:5]([C@@H:8]2[C:20]3[CH:19]=[C:18]([C:21]4[CH:22]=[CH:23][N:24]=[CH:25][CH:26]=4)[S:17][C:16]=3[C:14](=[O:15])[C@H:9]2[C:10]([O:12][CH3:13])=[O:11])=[CH:4][CH:3]=1 |f:2.3.4.5|. Procedure details: To a 20 mL vial was added a solution of methyl (2Z)-3-(4-chlorophenyl)-2-[(5-pyridin-4-yl-2-thienyl)carbonyl]acrylate (0.049 g, 0.128 mmol), in 1,2-dichloroethane (4.000 mL, 50.77 mmol). Aluminum trichloride (0.0340 g, 0.255 mmol) was added and the reaction mixture was heated to 80° C. and allowed to stir for 2 days. The reaction was cooled to ambient temperature and quenched by the addition of a saturated aqueous solution of sodium bicarbonate (5.00 mL) and extracted with EtOAc (10.00 mL×3). Th...